This data is from the Open Reaction Database (ORD), a public repository of structured organic reaction records. The task is: describe an organic reaction: reactants, conditions, products, and yield The reactants are CC1CC(C2C(=CCC1C2)C)O (4,8-dimethylbicyclo[3.3.1]nona-7-en-2-ol), C(C)(=O)OC(C)=O (acetic anhydride), N1=CC=CC=C1 (pyridine). The solvent is O1CCCC1 (tetrahydrofuran). Yields the product C(C)(=O)OC1C2C(=CCC(C(C1)C)C2)C (4,8-dimethylbicyclo[3.3.1]nona-7-en-2-yl acetate). Yield: 86.9%. Reaction SMILES: [CH3:1][CH:2]1[CH:9]2[CH2:10][CH:5]([C:6]([CH3:11])=[CH:7][CH2:8]2)[CH:4]([OH:12])[CH2:3]1.[C:13](OC(=O)C)(=[O:15])[CH3:14].N1C=CC=CC=1>O1CCCC1>[C:13]([O:12][CH:4]1[CH2:3][CH:2]([CH3:1])[CH:9]2[CH2:10][CH:5]1[C:6]([CH3:11])=[CH:7][CH2:8]2)(=[O:15])[CH3:14]. Procedure: To a solution of 10 g (60.2 mmol) of 4,8-dimethylbicyclo[3.3.1]nona-7-en-2-ol [IA] in 40 ml of tetrahydrofuran were added 6.8 g (66.6 mmol) of acetic anhydride and 5.2 g (65.7 mmol) of pyridine and the resulting mixture was heated under reflux for 5 hours. After cooling, the tetrahydrofuran was distilled off, the residue was subjected to column chromatography and eluate with toluene gave 10.9 g of the title compound, which had a woody-like smell. Starting materials: C(=O)(OC(C)(C)C)NC(CC1=C(C=C(C=C1C)O)C)C(=O)N[C@H](CCSC)C(=O)O (Boc-2,6-dimethyl-DL-tyrosyl-D-methionine), Cl.N[C@H](CCSC)C(=O)OC (methyl D-methioninate hydrochloride), C(=O)(OC(C)(C)C)NC(CC1=C(C=C(C=C1C)O)C)C(=O)N[C@H](CCSC)C(=O)NCC(=O)N[C@@H](CC1=CC=CC=C1)C(=O)C1C2(CC3CC(CC1(C3)N)C2)C(=O)OC (methyl Boc-2,6-dimethyl-DL-tyrosyl-D-methionyl-glycyl-L-phenylalanyl-3-amino-1-adamantanecarboxylate), Cl.NCC(=O)N[C@@H](CC1=CC=CC=C1)C(=O)C1C2(CC3CC(CC1(C3)N)C2)C(=O)OC (methyl glycyl-L-phenylalanyl-3-amino-1-adamantanecarboxylate hydrochloride), Boc-2,6-diemthyl-DL-tyrosine, C(=O)(OC(C)(C)C)NCC(=O)N[C@@H](CC1=CC=CC=C1)C(=O)C1C2(CC3CC(CC1(C3)N)C2)C(=O)OC (methyl Boc-glycyl-L-phenylalanyl-3-amino-1-adamantanecarboxylate). Product: Cl.CC1=C(CC(N)C(=O)N[C@H](CCSC)C(=O)NCC(=O)N[C@@H](CC2=CC=CC=C2)C(=O)C2C3(CC4CC(CC2(C4)N)C3)C(=O)OC)C(=CC(=C1)O)C (methyl 2,6-dimethyl-DL-tyrosyl-D-methionyl-glycyl-L-phenylalanyl-3-amino-1-adamantanecarboxylate hydrochloride). RXN SMILES: C(NC(C(N[C@@H](C(O)=O)CCSC)=O)CC1C(C)=CC(O)=CC=1C)(OC(C)(C)C)=O.[ClH:31].NCC(N[C@H](C(C1C2(N)CC3CC(CC1(C(OC)=O)C3)C2)=O)CC1C=CC=CC=1)=O.Cl.N[C@@H](C(OC)=O)CCSC.C([NH:80][CH:81]([C:92]([NH:94][C@@H:95]([C:100]([NH:102][CH2:103][C:104]([NH:106][C@H:107]([C:115]([CH:117]1[C:124]2([NH2:126])[CH2:125][CH:120]3[CH2:121][CH:122]([CH2:127][C:118]1([C:128]([O:130][CH3:131])=[O:129])[CH2:119]3)[CH2:123]2)=[O:116])[CH2:108][C:109]1[CH:114]=[CH:113][CH:112]=[CH:111][CH:110]=1)=[O:105])=[O:101])[CH2:96][CH2:97][S:98][CH3:99])=[O:93])[CH2:82][C:83]1[C:88]([CH3:89])=[CH:87][C:86]([OH:90])=[CH:85][C:84]=1[CH3:91])(OC(C)(C)C)=O.C(NCC(N[C@H](C(C1C2(N)CC3CC(CC1(C(OC)=O)C3)C2)=O)CC1C=CC=CC=1)=O)(OC(C)(C)C)=O>>[ClH:31].[CH3:91][C:84]1[CH:85]=[C:86]([OH:90])[CH:87]=[C:88]([CH3:89])[C:83]=1[CH2:82][CH:81]([C:92]([NH:94][C@@H:95]([C:100]([NH:102][CH2:103][C:104]([NH:106][C@H:107]([C:115]([CH:117]1[C:124]2([NH2:126])[CH2:123][CH:122]3[CH2:121][CH:120]([CH2:119][C:118]1([C:128]([O:130][CH3:131])=[O:129])[CH2:127]3)[CH2:125]2)=[O:116])[CH2:108][C:109]1[CH:114]=[CH:113][CH:112]=[CH:111][CH:110]=1)=[O:105])=[O:101])[CH2:96][CH2:97][S:98][CH3:99])=[O:93])[NH2:80] |f:1.2,3.4,7.8|. Procedure: Substitution of equivalent quantities of Boc-2,6-dimethyl-DL-tyrosyl-D-methionine and methyl glycyl-L-phenylalanyl-3-amino-1-adamantanecarboxylate hydrochloride for the Boc-2,6-diemthyl-DL-tyrosine and methyl D-methioninate hydrochloride respectively of Example 35 and substantial repetition of the procedures described therein affords methyl Boc-2,6-dimethyl-DL-tyrosyl-D-methionyl-glycyl-L-phenylalanyl-3-amino-1-adamantanecarboxylate. When this compound is substituted for the methyl Boc-glycyl-L-... Reactants: C1CCC2=NCCCN2CC1, COCCOC, CS(=O)(=O)c1nc(N)nc(-c2ccco2)c1C#N, OCCCc1ccccc1. Product: N#Cc1c(OCCCc2ccccc2)nc(N)nc1-c1ccco1. RXN SMILES: [CH2:29]1[CH2:30][CH2:31][C:32]2=[N:37][CH2:36][CH2:35][CH2:34][N:33]2[CH2:38][CH2:39]1.[CH3:40][O:41][CH2:42][CH2:43][O:44][CH3:45].[NH2:1][c:2]1[n:3][c:4]([S:15]([CH3:16])(=[O:17])=[O:18])[c:5]([C:13]#[N:14])[c:6](-[c:8]2[o:9][cH:10][cH:11][cH:12]2)[n:7]1.[c:19]1([CH2:25][CH2:26][CH2:27][OH:28])[cH:20][cH:21][cH:22][cH:23][cH:24]1>>[NH2:1][c:2]1[n:3][c:4]([O:28][CH2:27][CH2:26][CH2:25][c:19]2[cH:20][cH:21][cH:22][cH:23][cH:24]2)[c:5]([C:13]#[N:14])[c:6](-[c:8]2[o:9][cH:10][cH:11][cH:12]2)[n:7]1.